From a dataset of the Open Reaction Database (ORD), a public repository of structured organic reaction records. describe an organic reaction: reactants, conditions, products, and yield The reactants are O(C)C1=C2C=CNC2=C(C=C1)Br (4-methoxyl-7-bromoindole), [H-].[Na+] (sodium hydride), CI (methyl iodide). The solvent is CN(C)C=O (DMF), CN(C)C=O (DMF). Reaction conditions: time 1 hour. The product is CN1C=CC2=C(C=CC(=C12)Br)OC (1-Methyl-4-methoxyl-7-bromoindole). Reaction SMILES: [H-].[Na+].[O:3]([C:5]1[CH:13]=[CH:12][C:11]([Br:14])=[C:10]2[C:6]=1[CH:7]=[CH:8][NH:9]2)[CH3:4].[CH3:15]I>CN(C=O)C>[CH3:15][N:9]1[C:10]2[C:6](=[C:5]([O:3][CH3:4])[CH:13]=[CH:12][C:11]=2[Br:14])[CH:7]=[CH:8]1 |f:0.1|. Procedure: To a suspension of sodium hydride (60%, 0.23 g, 5.75 mmol) in DMF (18 mL) was added a solution of 4-methoxyl-7-bromoindole (1.1 g, 4.87 mmol) in DMF (2 mL). After 1 h at room temperature, the mixture was treated with methyl iodide (0.45 mL, 7.23 mmol) with cooling in an ice-water bath. The reaction mixture was allowed to warm up room temperature and stirred overnight. The reaction was quenched with water, extracted with ethyl acetate and the extract washed with water and brine, and dried (sodium... Reactants: C(=O)(OCC1=CC=CC=C1)N[C@@H](C(C)C)C(=O)NC(CC(=O)O)C(CF)=O (3-(CBz-Val-amido)-5-fluoro-4-oxo-pentanoic acid), CNC (dimethylamine), CCN=C=NCCCN(C)C (EDCI), C=1C=CC2=C(C1)N=NN2O (HOBT). Run in C1CCOC1 (THF), C1CCOC1 (THF), C(C)(=O)OCC (ethyl acetate). Run at temperature 0 celsius, time 2 hour. The product is CN(C(CC(C(CF)=O)NC([C@@H](NC(=O)OCC1=CC=CC=C1)C(C)C)=O)=O)C (3-(Cbz-Val-Amido)-5-Fluoro-4-Oxo-Pentanoic Acid Dimethylamide). Yield: 6.0%. As a reaction SMILES: [C:1]([NH:11][C@H:12]([C:16]([NH:18][CH:19]([C:24](=[O:27])[CH2:25][F:26])[CH2:20][C:21]([OH:23])=O)=[O:17])[CH:13]([CH3:15])[CH3:14])([O:3][CH2:4][C:5]1[CH:10]=[CH:9][CH:8]=[CH:7][CH:6]=1)=[O:2].[CH3:28][NH:29][CH3:30].CCN=C=NCCCN(C)C.C1C=CC2N(O)N=NC=2C=1>C1COCC1.C(OCC)(=O)C>[CH3:28][N:29]([CH3:30])[C:21](=[O:23])[CH2:20][CH:19]([NH:18][C:16](=[O:17])[C@H:12]([CH:13]([CH3:14])[CH3:15])[NH:11][C:1]([O:3][CH2:4][C:5]1[CH:6]=[CH:7][CH:8]=[CH:9][CH:10]=1)=[O:2])[C:24](=[O:27])[CH2:25][F:26]. Procedure: To a solution of 3-(CBz-Val-amido)-5-fluoro-4-oxo-pentanoic acid (150 mg, 0.39 mmol) in THF (5 ml) was added a solution of 2.0 M dimethylamine in THF (0.2 ml, 0.4 mmol), EDCI (82.2 mg, 0.42 mmol) and HOBT (106 mg, 0.78 mmol) at 0° C. The resulting mixture was stirred for 2 h at 0° C., then was stirred at room temperature overnight. The solution was diluted with ethyl acetate (20 ml), washed with water (4×20 ml), and the organic layer was dried and evaporated. The residue was purified by chromato... Starting materials: O=C([O-])[O-], SCCS, CS(=O)(=O)O, CC(C(=O)c1ccc(Cl)cc1Cl)n1ccnc1, ClC(Cl)Cl, [K+], [K+], O. Product: CC(n1ccnc1)C1(c2ccc(Cl)cc2Cl)SCCS1. RXN SMILES: [C:27](=[O:28])([O-:29])[O-:30].[CH2:23]([CH2:24][SH:25])[SH:26].[CH3:18][S:19](=[O:20])(=[O:21])[OH:22].[Cl:1][c:2]1[c:3]([C:9]([CH:10]([CH3:11])[n:12]2[cH:13][n:14][cH:15][cH:16]2)=[O:17])[cH:4][cH:5][c:6]([Cl:8])[cH:7]1.[Cl:33][CH:34]([Cl:35])[Cl:36].[K+:31].[K+:32].[OH2:37]>>[Cl:1][c:2]1[c:3]([C:9]2([CH:10]([CH3:11])[n:12]3[cH:13][n:14][cH:15][cH:16]3)[S:25][CH2:24][CH2:23][S:26]2)[cH:4][cH:5][c:6]([Cl:8])[cH:7]1. The reactants are O=C[C@H](O)[C@@H](O)[C@@H](O)CO (L-arabinose), CC(COC)N ((1-methyl-2-methoxy-ethyl)amine), ClCCN=C=O (2-chloroethyl isocyanate). Yields the product ClCCNC(=O)N(C1[C@H](O)[C@@H](O)[C@@H](O)CO1)C(COC)C (1-(2-chloroethyl)-3-(1-methyl-2-methoxy-ethyl)-3-(L-arabinopyranosyl)urea). Isolated yield 47.5%. Reaction SMILES: O=[CH:2][C@@H:3]([C@H:5]([C@H:7]([CH2:9][OH:10])[OH:8])[OH:6])[OH:4].[CH3:11][CH:12]([NH2:16])[CH2:13][O:14][CH3:15].[Cl:17][CH2:18][CH2:19][N:20]=[C:21]=[O:22]>>[Cl:17][CH2:18][CH2:19][NH:20][C:21]([N:16]([CH:12]([CH3:11])[CH2:13][O:14][CH3:15])[CH:9]1[O:10][CH2:2][C@H:3]([OH:4])[C@H:5]([OH:6])[C@H:7]1[OH:8])=[O:22]. Procedure: 3.0 g of L-arabinose, 3.6 g of (1-methyl-2-methoxy-ethyl)amine and 3.5 g of 2-chloroethyl isocyanate are treated in the same manner as described in Example 13-(1). 3.1 g of 1-(2-chloroethyl)-3-(1-methyl-2-methoxy-ethyl)-3-(L-arabinopyranosyl)urea are thereby obtained as colorless caramel. The reactants are NC[C@@H](C(=O)O)NC(=O)OC(C)(C)C ((S)-3-amino-2-tert-butoxycarbonylamino-propionic acid), FC1=C(C=CC=C1)[N+](=O)[O-] (1-fluoro-2-nitro-benzene), C([O-])(O)=O.[Na+] (sodium bicarbonate), O (Water). Solvent: CN(C)C=O (DMF). Reaction conditions: temperature 80 celsius. Yields the product C(C)(C)(C)OC(=O)N[C@H](C(=O)O)CNC1=C(C=CC=C1)[N+](=O)[O-] ((S)-2-tert-butoxycarbonylamino-3-(2-nitro-phenylamino)-propionic acid). Yield: 62.8%. As a reaction SMILES: [NH2:1][CH2:2][C@H:3]([NH:7][C:8]([O:10][C:11]([CH3:14])([CH3:13])[CH3:12])=[O:9])[C:4]([OH:6])=[O:5].F[C:16]1[CH:21]=[CH:20][CH:19]=[CH:18][C:17]=1[N+:22]([O-:24])=[O:23].C(=O)(O)[O-].[Na+].O>CN(C=O)C>[C:11]([O:10][C:8]([NH:7][C@@H:3]([CH2:2][NH:1][C:16]1[CH:21]=[CH:20][CH:19]=[CH:18][C:17]=1[N+:22]([O-:24])=[O:23])[C:4]([OH:6])=[O:5])=[O:9])([CH3:14])([CH3:13])[CH3:12] |f:2.3|. Procedure details: To a solution of (S)-3-amino-2-tert-butoxycarbonylamino-propionic acid (Aldrich) (5 g, 24.48 mmol) in DMF (75 mL) was added 1-fluoro-2-nitro-benzene (2.92 mL, 26.93 mmol) and sodium bicarbonate (6.17 g, 73.44 mmol) at RT and the resulting mixture was heated at 80° C. for 18 h under nitrogen atmosphere. Water was added and the aqueous layer was washed with ethyl acetate. The pH of the aqueous solution was adjusted to 3 with the addition of 10% aqueous sodium bisulfate solution and extracted with ...